The task is: describe an organic reaction: reactants, conditions, products, and yield. This data is from the Open Reaction Database (ORD), a public repository of structured organic reaction records. Starting materials: CS(C)=O, Cl, COc1ccccc1-c1nc(C)c(C(C)C)c(=O)n1CCc1cccc(F)c1, N#C[Na]. Product: Cc1nc(-c2ccccc2O)n(CCc2cccc(F)c2)c(=O)c1C(C)C. Reaction SMILES: [CH3:33][S:34]([CH3:35])=[O:36].[ClH:32].[F:1][c:2]1[cH:3][c:4]([CH2:8][CH2:9][n:10]2[c:11](-[c:21]3[c:22]([O:27][CH3:28])[cH:23][cH:24][cH:25][cH:26]3)[n:12][c:13]([CH3:20])[c:14]([CH:17]([CH3:18])[CH3:19])[c:15]2=[O:16])[cH:5][cH:6][cH:7]1.[Na:29][C:30]#[N:31]>>[F:1][c:2]1[cH:3][c:4]([CH2:8][CH2:9][n:10]2[c:11](-[c:21]3[c:22]([OH:27])[cH:23][cH:24][cH:25][cH:26]3)[n:12][c:13]([CH3:20])[c:14]([CH:17]([CH3:18])[CH3:19])[c:15]2=[O:16])[cH:5][cH:6][cH:7]1. The reactants are Clc1ccc(Br)nc1NCC1CCOCC1, O=C([O-])O, COCCOC, CCOC(C)=O, OB(O)c1cc(F)ncc1Cl, ClCCl, [Na+], [Na+], [Na+], O=C([O-])[O-], Cl[Pd]Cl. The product is Fc1cc(-c2ccc(Cl)c(NCC3CCOCC3)n2)c(Cl)cn1. RXN SMILES: [Br:1][c:2]1[cH:3][cH:4][c:5]([Cl:16])[c:6]([NH:8][CH2:9][CH:10]2[CH2:11][CH2:12][O:13][CH2:14][CH2:15]2)[n:7]1.[C:49](=[O:50])([OH:51])[O-:52].[CH3:37][O:38][CH2:39][CH2:40][O:41][CH3:42].[CH3:43][CH2:44][O:45][C:46]([CH3:47])=[O:48].[Cl:17][c:18]1[c:19]([B:25]([OH:26])[OH:27])[cH:20][c:21]([F:24])[n:22][cH:23]1.[Cl:28][CH2:29][Cl:30].[Na+:31].[Na+:32].[Na+:53].[O-:33][C:34](=[O:35])[O-:36].[Pd:54]([Cl:55])[Cl:56]>>[c:2]1(-[c:19]2[c:18]([Cl:17])[cH:23][n:22][c:21]([F:24])[cH:20]2)[cH:3][cH:4][c:5]([Cl:16])[c:6]([NH:8][CH2:9][CH:10]2[CH2:11][CH2:12][O:13][CH2:14][CH2:15]2)[n:7]1. The reactants are CN(C=O)C (N,N-dimethylformamide), BrCCCOC1=CC=C(C#N)C=C1 (4-(3-bromopropoxy)benzonitrile), N1CCC(CC1)CCCOC1=CC=C(C#N)C=C1 (4-[3-(4-piperidinyl)propoxy]benzonitrile), C([O-])([O-])=O.[K+].[K+] (potassium carbonate). Run in O (water), C1(=CC=CC=C1)C (Toluene). Run at time 18 hour. Product: C(#N)C1=CC=C(OCCCC2CCN(CC2)CCCOC2=CC=C(C#N)C=C2)C=C1 (4-(3-{4-[3-(4-cyanophenoxy)propyl]-1-piperidinyl}propoxy)benzonitrile). Isolated yield 83.9%. RXN SMILES: CN(C)C=O.[NH:6]1[CH2:11][CH2:10][CH:9]([CH2:12][CH2:13][CH2:14][O:15][C:16]2[CH:23]=[CH:22][C:19]([C:20]#[N:21])=[CH:18][CH:17]=2)[CH2:8][CH2:7]1.C(=O)([O-])[O-].[K+].[K+].Br[CH2:31][CH2:32][CH2:33][O:34][C:35]1[CH:42]=[CH:41][C:38]([C:39]#[N:40])=[CH:37][CH:36]=1>O.C1(C)C=CC=CC=1>[C:20]([C:19]1[CH:18]=[CH:17][C:16]([O:15][CH2:14][CH2:13][CH2:12][CH:9]2[CH2:10][CH2:11][N:6]([CH2:31][CH2:32][CH2:33][O:34][C:35]3[CH:42]=[CH:41][C:38]([C:39]#[N:40])=[CH:37][CH:36]=3)[CH2:7][CH2:8]2)=[CH:23][CH:22]=1)#[N:21] |f:2.3.4|. Procedure details: To an N,N-dimethylformamide (150 mL) solution of 10.2 g of 4-[3-(4-piperidinyl)propoxy]benzonitrile were sequentially added 11.2 g of potassium carbonate and 9.72 g of 4-(3-bromopropoxy)benzonitrile at room temperature, which was then stirred at the same temperature for 18 hours. Toluene and water were added to the reaction mixture. The precipitate was collected by filtration to provide 13.7 g of 4-(3-{4-[3-(4-cyanophenoxy)propyl]-1-piperidinyl}propoxy)benzonitrile as white solid form. Reactants: CCC1C=C(C)CC(C)CC(OC)C2OC(O)(C(=O)C(=O)N3CCCCC3C(=O)OC(C(C)=CC3CCC(S(=O)(=O)c4ccccc4[N+](=O)[O-])C(O)C3)C(C)C(O)CC1=O)C(C)CC2OC, CN(C)C=O, [N-]=[N+]=[N-], [Na+], O. Yields the product CCC1C=C(C)CC(C)CC(OC)C2OC(O)(C(=O)C(=O)N3CCCCC3C(=O)OC(C(C)=CC3CCC(N=[N+]=[N-])C(O)C3)C(C)C(O)CC1=O)C(C)CC2OC. As a reaction SMILES: [CH2:1]([CH3:2])[CH:3]1[C:4](=[O:66])[CH2:5][CH:6]([OH:65])[CH:7]([CH3:64])[CH:8]([C:42](=[CH:43][CH:44]2[CH2:45][CH:46]([OH:62])[CH:47]([S:50]([c:51]3[cH:52][cH:53][cH:54][cH:55][c:56]3[N+:57]([O-:58])=[O:59])(=[O:60])=[O:61])[CH2:48][CH2:49]2)[CH3:63])[O:9][C:10](=[O:41])[CH:11]2[CH2:12][CH2:13][CH2:14][CH2:15][N:16]2[C:17](=[O:40])[C:18](=[O:39])[C:19]2([OH:38])[CH:20]([CH3:37])[CH2:21][CH:22]([O:35][CH3:36])[CH:23]([CH:24]([O:32][CH3:33])[CH2:25][CH:26]([CH3:31])[CH2:27][C:28]([CH3:30])=[CH:29]1)[O:34]2.[CH3:72][N:73]([CH3:74])[CH:75]=[O:76].[N-:68]=[N+:69]=[N-:70].[Na+:67].[OH2:71]>>[CH2:1]([CH3:2])[CH:3]1[C:4](=[O:66])[CH2:5][CH:6]([OH:65])[CH:7]([CH3:64])[CH:8]([C:42](=[CH:43][CH:44]2[CH2:45][CH:46]([OH:62])[CH:47]([N:68]=[N+:69]=[N-:70])[CH2:48][CH2:49]2)[CH3:63])[O:9][C:10](=[O:41])[CH:11]2[CH2:12][CH2:13][CH2:14][CH2:15][N:16]2[C:17](=[O:40])[C:18](=[O:39])[C:19]2([OH:38])[CH:20]([CH3:37])[CH2:21][CH:22]([O:35][CH3:36])[CH:23]([CH:24]([O:32][CH3:33])[CH2:25][CH:26]([CH3:31])[CH2:27][C:28]([CH3:30])=[CH:29]1)[O:34]2. The reactants are CO, CC1N=C(c2ccccc2Cl)c2cc([N+](=O)[O-])ccc2N(C)C1=O, C1CCOC1. The product is CC1N=C(c2ccccc2Cl)c2cc(N)ccc2N(C)C1=O. As a reaction SMILES: [CH3:30][OH:31].[Cl:1][c:2]1[c:3]([C:8]2=[N:9][CH:10]([CH3:24])[C:11](=[O:23])[N:12]([CH3:22])[c:13]3[c:14]2[cH:15][c:16]([N+:19]([O-:20])=[O:21])[cH:17][cH:18]3)[cH:4][cH:5][cH:6][cH:7]1.[O:25]1[CH2:26][CH2:27][CH2:28][CH2:29]1>>[Cl:1][c:2]1[c:3]([C:8]2=[N:9][CH:10]([CH3:24])[C:11](=[O:23])[N:12]([CH3:22])[c:13]3[c:14]2[cH:15][c:16]([NH2:19])[cH:17][cH:18]3)[cH:4][cH:5][cH:6][cH:7]1. The reactants are [BH4-], Cc1c(NC(=O)c2cc3c(s2)C(=O)CCC3)cccc1-c1cn(C)c(=O)c(Nc2ccc(C3C(=O)N(C)CCN3C)cc2)n1, CO, [Na+]. The product is Cc1c(NC(=O)c2cc3c(s2)C(O)CCC3)cccc1-c1cn(C)c(=O)c(Nc2ccc(C3C(=O)N(C)CCN3C)cc2)n1. RXN SMILES: [BH4-:45].[CH3:1][N:2]1[CH:3]([c:10]2[cH:11][cH:12][c:13]([NH:16][c:17]3[c:18](=[O:44])[n:19]([CH3:43])[cH:20][c:21](-[c:23]4[c:24]([CH3:42])[c:25]([NH:29][C:30](=[O:31])[c:32]5[cH:33][c:34]6[c:35]([s:36]5)[C:37](=[O:41])[CH2:38][CH2:39][CH2:40]6)[cH:26][cH:27][cH:28]4)[n:22]3)[cH:14][cH:15]2)[C:4](=[O:9])[N:5]([CH3:8])[CH2:6][CH2:7]1.[CH3:47][OH:48].[Na+:46]>>[CH3:1][N:2]1[CH:3]([c:10]2[cH:11][cH:12][c:13]([NH:16][c:17]3[c:18](=[O:44])[n:19]([CH3:43])[cH:20][c:21](-[c:23]4[c:24]([CH3:42])[c:25]([NH:29][C:30](=[O:31])[c:32]5[cH:33][c:34]6[c:35]([s:36]5)[CH:37]([OH:41])[CH2:38][CH2:39][CH2:40]6)[cH:26][cH:27][cH:28]4)[n:22]3)[cH:14][cH:15]2)[C:4](=[O:9])[N:5]([CH3:8])[CH2:6][CH2:7]1. Product: C12(CC3CC(CC(C1)C3)C2)C=2C=C(C=CC2OCOCCOC)C#CC2=CC=C(C(=O)Cl)C=C2 (4-[3-(1-adamantyl)-4-methoxyethoxymethoxyphenylethynyl]benzoyl chloride). RXN SMILES: [C:1]12([C:11]3[CH:12]=[C:13]([C:24]#[C:25][C:26]4[CH:34]=[CH:33][C:29]([C:30](O)=[O:31])=[CH:28][CH:27]=4)[CH:14]=[CH:15][C:16]=3[O:17][CH2:18][O:19][CH2:20][CH2:21][O:22][CH3:23])[CH2:10][CH:5]3[CH2:6][CH:7]([CH2:9][CH:3]([CH2:4]3)[CH2:2]1)[CH2:8]2.C1(NC2CCCCC2)CCCCC1.S(Cl)([Cl:50])=O>ClCCl>[C:1]12([C:11]3[CH:12]=[C:13]([C:24]#[C:25][C:26]4[CH:34]=[CH:33][C:29]([C:30]([Cl:50])=[O:31])=[CH:28][CH:27]=4)[CH:14]=[CH:15][C:16]=3[O:17][CH2:18][O:19][CH2:20][CH2:21][O:22][CH3:23])[CH2:10][CH:5]3[CH2:6][CH:7]([CH2:9][CH:3]([CH2:4]3)[CH2:2]1)[CH2:8]2. Procedure details: A solution of 3.14 g (6.8 mmol) of 4-[3-(1-adamantyl)-4-methoxyethoxymethoxyphenylethynyl]benzoic acid in 100 ml of anhydrous dichloromethane was introduced into a round-bottomed flask, 1.4 ml (6.8 mmol) of dicyclohexylamine was added and stirring was carried out for one hour. 500 μl (6.8 mmol) of thionyl chloride were then added and stirring was carried out for one hour. Evaporation was carried out to dryness, the residue was taken up in anhydrous ethyl ether, the dicyclohexylamine salt was fil... Solvent: ClCCl (dichloromethane). Reactants: C1(CCCCC1)NC1CCCCC1 (dicyclohexylamine), C12(CC3CC(CC(C1)C3)C2)C=2C=C(C=CC2OCOCCOC)C#CC2=CC=C(C(=O)O)C=C2 (4-[3-(1-adamantyl)-4-methoxyethoxymethoxyphenylethynyl]benzoic acid), S(=O)(Cl)Cl (thionyl chloride). Run at time 1 hour. The reactants are NCCO, COC(=O)C(C)Oc1cccc2ncnc(Nc3ccc4c(cnn4Cc4ccccn4)c3)c12. Product: CC(Oc1cccc2ncnc(Nc3ccc4c(cnn4Cc4ccccn4)c3)c12)C(=O)NCCO. Reaction SMILES: [NH2:35][CH2:36][CH2:37][OH:38].[n:1]1[c:2]([CH2:7][n:8]2[n:9][cH:10][c:11]3[cH:12][c:13]([NH:17][c:18]4[n:19][cH:20][n:21][c:22]5[cH:23][cH:24][cH:25][c:26]([O:28][CH:29]([C:30](=[O:31])[O:32][CH3:33])[CH3:34])[c:27]45)[cH:14][cH:15][c:16]23)[cH:3][cH:4][cH:5][cH:6]1>>[n:1]1[c:2]([CH2:7][n:8]2[n:9][cH:10][c:11]3[cH:12][c:13]([NH:17][c:18]4[n:19][cH:20][n:21][c:22]5[cH:23][cH:24][cH:25][c:26]([O:28][CH:29]([C:30](=[O:31])[NH:35][CH2:36][CH2:37][OH:38])[CH3:34])[c:27]45)[cH:14][cH:15][c:16]23)[cH:3][cH:4][cH:5][cH:6]1. The reactants are C(C)(C)(C)OC(=O)NC(=NC1=CC(=C(C=C1)C)C1=NC=CC(=C1)OC)NC(=O)OC(C)(C)C (N,N′-bis(tert-butoxycarbonyl)-N″-(3-(4-methoxypyridin-2-yl)-4-methylphenyl)guanidine), Cl (hydrogen chloride). Solvent: ClCCl (dichloromethane), O1CCOCC1 (1,4-dioxane). Conditions: time 18 hour. The product is Cl.Cl.COC1=CC(=NC=C1)C=1C=C(C=CC1C)NC(=N)N ((3-(4-methoxypyridin-2-yl)-4-methylphenyl)-guanidine dihydrochloride). Reaction SMILES: C(OC([NH:8][C:9]([NH:26]C(OC(C)(C)C)=O)=[N:10][C:11]1[CH:16]=[CH:15][C:14]([CH3:17])=[C:13]([C:18]2[CH:23]=[C:22]([O:24][CH3:25])[CH:21]=[CH:20][N:19]=2)[CH:12]=1)=O)(C)(C)C.[ClH:34]>ClCCl.O1CCOCC1>[ClH:34].[ClH:34].[CH3:25][O:24][C:22]1[CH:21]=[CH:20][N:19]=[C:18]([C:13]2[CH:12]=[C:11]([NH:10][C:9]([NH2:26])=[NH:8])[CH:16]=[CH:15][C:14]=2[CH3:17])[CH:23]=1 |f:4.5.6|. Procedure: To a solution of N,N′-bis(tert-butoxycarbonyl)-N″-(3-(4-methoxypyridin-2-yl)-4-methylphenyl)guanidine (0.2 g) in dichloromethane (2 ml) was added a solution of hydrogen chloride in 1,4-dioxane (4N, 4 ml), and the mixture was stirred at room temperature for 18 hours. The solvent was evaporated under reduced pressure. To the residue was added 5% ethanol in ethyl acetate (50 ml), and the precipitate was collected by filtration and dried under reduced pressure to give (3-(4-methoxypyridin-2-yl)-4-me...